This data is from the Open Reaction Database (ORD), a public repository of structured organic reaction records. The task is: describe an organic reaction: reactants, conditions, products, and yield The reactants are C1CCNCC1, Cc1[nH]c(C=O)c(C)c1C(=O)N1CCN(C)CC1, CCO, O=C1Cc2c(ncnc2Nc2ccc(F)c(Cl)c2)N1. Product: Cc1[nH]c(C=C2C(=O)Nc3ncnc(Nc4ccc(F)c(Cl)c4)c32)c(C)c1C(=O)N1CCN(C)CC1. As a reaction SMILES: [CH2:38]1[CH2:39][CH2:40][NH:41][CH2:42][CH2:43]1.[CH3:20][c:21]1[c:22]([CH:36]=[O:37])[nH:23][c:24]([CH3:35])[c:25]1[C:26](=[O:27])[N:28]1[CH2:29][CH2:30][N:31]([CH3:34])[CH2:32][CH2:33]1.[CH3:44][CH2:45][OH:46].[Cl:1][c:2]1[cH:3][c:4]([NH:9][c:10]2[c:11]3[c:12]([n:13][cH:14][n:15]2)[NH:16][C:17](=[O:19])[CH2:18]3)[cH:5][cH:6][c:7]1[F:8]>>[Cl:1][c:2]1[cH:3][c:4]([NH:9][c:10]2[c:11]3[c:12]([n:13][cH:14][n:15]2)[NH:16][C:17](=[O:19])[C:18]3=[CH:36][c:22]2[c:21]([CH3:20])[c:25]([C:26](=[O:27])[N:28]3[CH2:29][CH2:30][N:31]([CH3:34])[CH2:32][CH2:33]3)[c:24]([CH3:35])[nH:23]2)[cH:5][cH:6][c:7]1[F:8]. Starting materials: CCOC(C)=O, C=CC(F)(F)C(O)c1sc(-c2ccc(C(F)(F)F)nc2)nc1C, [Pd]. Product: CCC(F)(F)C(O)c1sc(-c2ccc(C(F)(F)F)nc2)nc1C. Reaction SMILES: [CH3:24][CH2:25][O:26][C:27](=[O:28])[CH3:29].[F:1][C:2]([CH:3]([OH:4])[c:5]1[c:6]([CH3:20])[n:7][c:8](-[c:10]2[cH:11][n:12][c:13]([C:16]([F:17])([F:18])[F:19])[cH:14][cH:15]2)[s:9]1)([CH:21]=[CH2:22])[F:23].[Pd:30]>>[F:1][C:2]([CH:3]([OH:4])[c:5]1[c:6]([CH3:20])[n:7][c:8](-[c:10]2[cH:11][n:12][c:13]([C:16]([F:17])([F:18])[F:19])[cH:14][cH:15]2)[s:9]1)([CH2:21][CH3:22])[F:23]. Procedure: A solution of 1 g (3.7 mmoles) of methyl 2,3,6-trideoxy-4-C-methyl-3-trifluoroacetamido-α-L-lyxo-hexopyranoside (II-A) in 10 ml of dry methylene dichloride was treated at -70° with 0.05 ml of boron trifluoride etherate. While maintaining the temperature at -70°, an excess of diazomethane dissolved in methylene dichloride was added until a faint yellow color persisted. After 60 minutes at -70°, a white solid (polymethylene) was removed by filtration, and the filtrate was washed successively with ... The solvent is C(Cl)Cl (methylene dichloride), C(Cl)Cl (methylene dichloride). Product: C[C@@]1([C@H](C[C@H](OC)O[C@H]1C)NC(C(F)(F)F)=O)OC (methyl 2,3,6-trideoxy-4-C-methyl-4-O-methyl-3-trifluoroacetamido-α-L-lyxo-hexopyranoside). Starting materials: C[C@@]1([C@H](C[C@H](OC)O[C@H]1C)NC(C(F)(F)F)=O)O (methyl 2,3,6-trideoxy-4-C-methyl-3-trifluoroacetamido-α-L-lyxo-hexopyranoside), B(F)(F)F.CCOCC (boron trifluoride etherate), [N+](=[N-])=C (diazomethane). Conditions: time 60 minute. Reaction SMILES: [CH3:1][C@@:2]1([OH:18])[C@H:9]([CH3:10])[O:8][C@@H:5]([O:6][CH3:7])[CH2:4][C@@H:3]1[NH:11][C:12](=[O:17])[C:13]([F:16])([F:15])[F:14].B(F)(F)F.[CH3:23]COCC.[N+](=C)=[N-]>C(Cl)Cl>[CH3:1][C@@:2]1([O:18][CH3:23])[C@H:9]([CH3:10])[O:8][C@@H:5]([O:6][CH3:7])[CH2:4][C@@H:3]1[NH:11][C:12](=[O:17])[C:13]([F:16])([F:14])[F:15] |f:1.2|. The yield is 65.0%. The reactants are C1CNC1, C1CCOC1, Cc1ccc(S(=O)(=O)OCC2CC(n3cc(-c4ccc5ccc(-c6ccccc6)nc5c4)c4c(N)ncnc43)C2)cc1. Product: Nc1ncnc2c1c(-c1ccc3ccc(-c4ccccc4)nc3c1)cn2C1CC(CN2CCC2)C1. RXN SMILES: [CH2:43]1[CH2:44][NH:45][CH2:46]1.[CH2:47]1[O:48][CH2:49][CH2:50][CH2:51]1.[NH2:1][c:2]1[c:3]2[c:4]([n:5][cH:6][n:7]1)[n:8]([CH:27]1[CH2:28][CH:29]([CH2:31][O:32][S:33]([c:34]3[cH:35][cH:36][c:37]([CH3:38])[cH:39][cH:40]3)(=[O:41])=[O:42])[CH2:30]1)[cH:9][c:10]2-[c:11]1[cH:12][cH:13][c:14]2[cH:15][cH:16][c:17](-[c:21]3[cH:22][cH:23][cH:24][cH:25][cH:26]3)[n:18][c:19]2[cH:20]1>>[NH2:1][c:2]1[c:3]2[c:4]([n:5][cH:6][n:7]1)[n:8]([CH:27]1[CH2:28][CH:29]([CH2:31][N:45]3[CH2:44][CH2:43][CH2:46]3)[CH2:30]1)[cH:9][c:10]2-[c:11]1[cH:12][cH:13][c:14]2[cH:15][cH:16][c:17](-[c:21]3[cH:22][cH:23][cH:24][cH:25][cH:26]3)[n:18][c:19]2[cH:20]1. Reactants: BrC1=C(C(=C(N)C=C1)[N+](=O)[O-])Cl (4-bromo-3-chloro-2-nitroaniline), SnCl2-2H2O, C(=O)([O-])[O-].[Na+].[Na+] (Na2CO3). Run in O (H2O), CCO (EtOH). Product: BrC=1C(=C(C(=CC1)N)N)Cl (4-Bromo-3-chloro-1,2-benzenediamine). Isolated yield 96.3%. RXN SMILES: [Br:1][C:2]1[CH:8]=[CH:7][C:5]([NH2:6])=[C:4]([N+:9]([O-])=O)[C:3]=1[Cl:12].C([O-])([O-])=O.[Na+].[Na+]>CCO.O>[Br:1][C:2]1[C:3]([Cl:12])=[C:4]([NH2:9])[C:5]([NH2:6])=[CH:7][CH:8]=1 |f:1.2.3|. Procedure: To a stirred solution of 4-bromo-3-chloro-2-nitroaniline (0.200 g, 0.797 mmol) in EtOH (100 mL), was added SnCl2-2H2O (0.9 g, 3.985 mmol). The reaction mixture was heated to reflux for 3.5 h. The cooled solution (to rt) was diluted with H2O and the pH was adjusted to ca. 10 with Na2CO3. Extraction with CHCl3 (×3), was followed by washing with brine, drying over Na2SO4, and filtration. Concentration afforded an orange solid that was dried under vacuum to obtain 0.17 g product: 1H NMR (400 MHz, CD... Reactants: Cc1nc(-n2ccc(OCC3CC3)cc2=O)sc1C(=O)O, NCc1ccccc1. The product is Cc1nc(-n2ccc(OCC3CC3)cc2=O)sc1C(=O)NCc1ccccc1. Reaction SMILES: [CH:1]1([CH2:4][O:5][c:6]2[cH:7][c:8](=[O:21])[n:9](-[c:12]3[s:13][c:14]([C:18](=[O:19])[OH:20])[c:15]([CH3:17])[n:16]3)[cH:10][cH:11]2)[CH2:2][CH2:3]1.[NH2:22][CH2:23][c:24]1[cH:25][cH:26][cH:27][cH:28][cH:29]1>>[CH:1]1([CH2:4][O:5][c:6]2[cH:7][c:8](=[O:21])[n:9](-[c:12]3[s:13][c:14]([C:18](=[O:20])[NH:22][CH2:23][c:24]4[cH:25][cH:26][cH:27][cH:28][cH:29]4)[c:15]([CH3:17])[n:16]3)[cH:10][cH:11]2)[CH2:2][CH2:3]1.